From a dataset of the Open Reaction Database (ORD), a public repository of structured organic reaction records. describe an organic reaction: reactants, conditions, products, and yield The reactants are CC1=NOC(=C1C=1C(=CC=2C3=C(C=NC2C1)NC(N3CC3CCOCC3)=O)OC)C (7-(3,5-Dimethyl-4-isoxazolyl)-8-(methyloxy)-1-(tetrahydro-2H-pyran-4-ylmethyl)-1,3-dihydro-2H-imidazo[4,5-c]quinolin-2-one), P(Cl)(Cl)(Cl)(Cl)Cl (PCl5), Intermediate 14, O=P(Cl)(Cl)Cl (POCl3). Solvent: C(Cl)Cl (DCM). Run at temperature 120 celsius. Yields the product ClC=1N(C2=C(C=NC=3C=C(C(=CC23)OC)C=2C(=NOC2C)C)N1)CC1CCOCC1 (2-chloro-7-(3,5-dimethyl-4-isoxazolyl)-8-(methyloxy)-1-(tetrahydro-2H-pyran-4-ylmethyl)-1H-imidazo[4,5-c]quinoline). The yield is 6.2%. As a reaction SMILES: [CH3:1][C:2]1[C:6]([C:7]2[C:8]([O:28][CH3:29])=[CH:9][C:10]3[C:11]4[N:19]([CH2:20][CH:21]5[CH2:26][CH2:25][O:24][CH2:23][CH2:22]5)[C:18](=O)[NH:17][C:12]=4[CH:13]=[N:14][C:15]=3[CH:16]=2)=[C:5]([CH3:30])[O:4][N:3]=1.O=P(Cl)(Cl)[Cl:33].P(Cl)(Cl)(Cl)(Cl)Cl>C(Cl)Cl>[Cl:33][C:18]1[N:19]([CH2:20][CH:21]2[CH2:26][CH2:25][O:24][CH2:23][CH2:22]2)[C:11]2[C:10]3[CH:9]=[C:8]([O:28][CH3:29])[C:7]([C:6]4[C:2]([CH3:1])=[N:3][O:4][C:5]=4[CH3:30])=[CH:16][C:15]=3[N:14]=[CH:13][C:12]=2[N:17]=1. Procedure details: 7-(3,5-Dimethyl-4-isoxazolyl)-8-(methyloxy)-1-(tetrahydro-2H-pyran-4-ylmethyl)-1,3-dihydro-2H-imidazo[4,5-c]quinolin-2-one (for a preparation see Intermediate 14) (220 mg, 0.539 mmol) was dissolved in POCl3 (2 ml, 21.46 mmol), PCl5 (0.2 g, 0.960 mmol) was added and the mixture was heated at 120° C. for 24 h. The reaction mixture was evaporated in vacuo to give a beige solid. This was dissolved in DCM (3 ml) and loaded onto a 25 g silica column, then eluted with 0-10% 2M methanolic ammonia/DCM (2... The reactants are OC1CN(C(c2ccccc2)c2ccccc2)C1, Clc1ccc(C(OC2CN(C(c3ccccc3)c3ccccc3)C2)c2ccc(Cl)cc2Cl)cc1, CSc1ccc(C(O)c2ccccc2C(F)(F)F)cc1. The product is CSc1ccc(C(OC2CN(C(c3ccccc3)c3ccccc3)C2)c2ccccc2C(F)(F)F)cc1. As a reaction SMILES: [CH:1]([c:2]1[cH:3][cH:4][cH:5][cH:6][cH:7]1)([c:8]1[cH:9][cH:10][cH:11][cH:12][cH:13]1)[N:14]1[CH2:15][CH:16]([OH:18])[CH2:17]1.[CH:39]([N:40]1[CH2:41][CH:42]([O:43][CH:44]([c:45]2[cH:46][cH:47][c:48]([Cl:49])[cH:50][cH:51]2)[c:52]2[cH:53][cH:54][c:55]([Cl:56])[cH:57][c:58]2[Cl:59])[CH2:60]1)([c:61]1[cH:62][cH:63][cH:64][cH:65][cH:66]1)[c:67]1[cH:68][cH:69][cH:70][cH:71][cH:72]1.[F:19][C:20]([c:21]1[c:22]([CH:23]([c:24]2[cH:25][cH:26][c:27]([S:30][CH3:31])[cH:28][cH:29]2)[OH:32])[cH:33][cH:34][cH:35][cH:36]1)([F:37])[F:38]>>[CH:1]([c:2]1[cH:3][cH:4][cH:5][cH:6][cH:7]1)([c:8]1[cH:9][cH:10][cH:11][cH:12][cH:13]1)[N:14]1[CH2:15][CH:16]([O:18][CH:23]([c:22]2[c:21]([C:20]([F:19])([F:37])[F:38])[cH:36][cH:35][cH:34][cH:33]2)[c:24]2[cH:25][cH:26][c:27]([S:30][CH3:31])[cH:28][cH:29]2)[CH2:17]1. Starting materials: COC=1C=C(C#N)C=CC1OC (3,4-dimethoxybenzonitrile), CCOCC (ether), O1C=CC=C1 (furan), CCOCC (ether), C(CCC)[Li] (n-butyllithium), Cl (Hydrochloric acid). Run in O1CCCC1 (tetrahydrofuran). Run at time 3 day. The product is COC=1C=C(C(=O)C=2OC=CC2)C=CC1OC (2-(3,4-Dimethoxybenzoyl)furan). Reaction SMILES: [O:1]1[CH:5]=[CH:4][CH:3]=[CH:2]1.C([Li])CCC.[CH3:11][O:12][C:13]1[CH:14]=[C:15]([CH:18]=[CH:19][C:20]=1[O:21][CH3:22])[C:16]#N.Cl.CC[O:26]CC>O1CCCC1>[CH3:11][O:12][C:13]1[CH:14]=[C:15]([CH:18]=[CH:19][C:20]=1[O:21][CH3:22])[C:16]([C:2]1[O:1][CH:5]=[CH:4][CH:3]=1)=[O:26]. Procedure: Freshly distilled furan (57 ml, 790 mmoles) in dry ether (500 ml) is cooled (5° C) under nitrogen and n-butyllithium (340 ml, 2.35M in hexane) is added dropwise to the stirred solution. The mixture is stirred for 3 days at room temperature. The mixture is cooled to -30° C and a solution of 3,4-dimethoxybenzonitrile (77.5 g, 480 mmoles, described in Example I) in ether (200 ml) is added dropwise to the mixture. The brown mixture is stirred for 5 hours at room temperature. Wet tetrahydrofuran is c... Starting materials: COC(C[C@@H]1COC2=C1C=CC(=C2)O[C@@H]2CCC1=C(C=CC(=C21)F)O)=O ({(S)-6-[(R)-7-fluoro-4-hydroxy-indan-1-yloxy]-2,3-dihydro-benzofuran-3-yl}-acetic acid methyl ester), CN(C=O)C (N,N-dimethylformamide), FC1=NC=CC=C1 (2-fluoro-pyridine), C(=O)([O-])[O-].[Cs+].[Cs+] (Cs2CO3). Solvent: CN1C(CCC1)=O (N-methyl-pyrrolidinone). Conditions: temperature 130 celsius, time 30 minute. Product: COC(C[C@@H]1COC2=C1C=CC(=C2)O[C@@H]2CCC1=C(C=CC(=C21)F)OC2=NC=CC=C2)=O ({(S)-6-[(R)-7-Fluoro-4-pyrid-2-yloxy-indan-1-yloxy]-2,3-dihydro-benzofuran-3-yl}-acetic acid methyl ester). Reaction SMILES: [CH3:1][O:2][C:3](=[O:26])[CH2:4][C@H:5]1[C:9]2[CH:10]=[CH:11][C:12]([O:14][C@H:15]3[C:23]4[C:18](=[C:19]([OH:25])[CH:20]=[CH:21][C:22]=4[F:24])[CH2:17][CH2:16]3)=[CH:13][C:8]=2[O:7][CH2:6]1.F[C:28]1[CH:33]=[CH:32][CH:31]=[CH:30][N:29]=1.C([O-])([O-])=O.[Cs+].[Cs+].CN(C)C=O>CN1CCCC1=O>[CH3:1][O:2][C:3](=[O:26])[CH2:4][C@H:5]1[C:9]2[CH:10]=[CH:11][C:12]([O:14][C@H:15]3[C:23]4[C:18](=[C:19]([O:25][C:28]5[CH:33]=[CH:32][CH:31]=[CH:30][N:29]=5)[CH:20]=[CH:21][C:22]=4[F:24])[CH2:17][CH2:16]3)=[CH:13][C:8]=2[O:7][CH2:6]1 |f:2.3.4|. Procedure: A microwave vial is charged with a stir bar, {(S)-6-[(R)-7-fluoro-4-hydroxy-indan-1-yloxy]-2,3-dihydro-benzofuran-3-yl}-acetic acid methyl ester (0.10 g), 2-fluoro-pyridine (27 mg), Cs2CO3 (91 mg) and N,N-dimethylformamide (2 mL; alternatively N-methyl-pyrrolidinone is used). The mixture is stirred at 130° C. for 30 min by irradiation in a microwave oven. After cooling to room temperature, the mixture is concentrated and the residue is chromatographed on silica gel (cyclohexane/ethyl acetate 99:... Starting materials: C(=O)(C(F)(F)F)O (TFA), COC/C=C/C1=NN(C2=C1C=NC(=C2)NC(=O)N[C@H](C)C2=CC=CC=C2)C(C2=CC=CC=C2)(C2=CC=CC=C2)C2=CC=CC=C2 ((R,E)-1-(3-(3-methoxyprop-1-en-1-yl)-1-trityl-1H-pyrazolo[4,3-c]pyridin-6-yl)-3-(1-phenylethyl)urea). The solvent is C(C)[SiH](CC)CC (triethylsilane), C(Cl)Cl (DCM), C(C)[SiH](CC)CC (triethylsilane). Reaction conditions: time 30 minute. The product is COCCCC1=NNC2=C1C=NC(=C2)NC(=O)N[C@H](C)C2=CC=CC=C2 ((R)-1-(3-(3-methoxypropyl)-1H-pyrazolo[4,3-c]pyridin-6-yl)-3-(1-phenylethyl)urea). The yield is 19.2%. Reaction SMILES: [CH3:1][O:2][CH2:3]/[CH:4]=[CH:5]/[C:6]1[C:10]2[CH:11]=[N:12][C:13]([NH:15][C:16]([NH:18][C@@H:19]([C:21]3[CH:26]=[CH:25][CH:24]=[CH:23][CH:22]=3)[CH3:20])=[O:17])=[CH:14][C:9]=2[N:8](C(C2C=CC=CC=2)(C2C=CC=CC=2)C2C=CC=CC=2)[N:7]=1.C(O)(C(F)(F)F)=O>C(Cl)Cl.C([SiH](CC)CC)C>[CH3:1][O:2][CH2:3][CH2:4][CH2:5][C:6]1[C:10]2[CH:11]=[N:12][C:13]([NH:15][C:16]([NH:18][C@@H:19]([C:21]3[CH:26]=[CH:25][CH:24]=[CH:23][CH:22]=3)[CH3:20])=[O:17])=[CH:14][C:9]=2[NH:8][N:7]=1. Procedure: To the solution of crude (R,E)-1-(3-(3-methoxyprop-1-en-1-yl)-1-trityl-1H-pyrazolo[4,3-c]pyridin-6-yl)-3-(1-phenylethyl)urea (142 mg, 0.239 mmol) in DCM (0.8 mL) TFA (0.3 mL) and triethylsilane (0.1 mL) were added. The mixture was stirred at room temperature for 30 min and additional TFA (0.5 mL) and triethylsilane (0.3 mL) were added. The mixture was stirred at room temperature for 30 min, evaporated in vacuo and purified by MS-directed reverse phase preparative-HPLC (C-18 stationary phase, elu... Reactants: Cc1cc(-c2ccncc2)cc(C)c1C(=O)NCCC(C)N1CCC(N(Cc2ccccc2)c2ccc(C(=O)O)cc2)CC1, [Cl-], [NH4+]. Product: Cc1cc(-c2ccncc2)cc(C)c1C(=O)NCCC(C)N1CCC(N(Cc2ccccc2)c2ccc(C(N)=O)cc2)CC1. Reaction SMILES: [CH2:1]([c:2]1[cH:3][cH:4][cH:5][cH:6][cH:7]1)[N:8]([c:9]1[cH:10][cH:11][c:12]([C:13](=[O:14])[OH:15])[cH:16][cH:17]1)[CH:18]1[CH2:19][CH2:20][N:21]([CH:24]([CH2:25][CH2:26][NH:27][C:28]([c:29]2[c:30]([CH3:42])[cH:31][c:32](-[c:36]3[cH:37][cH:38][n:39][cH:40][cH:41]3)[cH:33][c:34]2[CH3:35])=[O:43])[CH3:44])[CH2:22][CH2:23]1.[Cl-:45].[NH4+:46]>>[CH2:1]([c:2]1[cH:3][cH:4][cH:5][cH:6][cH:7]1)[N:8]([c:9]1[cH:10][cH:11][c:12]([C:13](=[O:14])[NH2:46])[cH:16][cH:17]1)[CH:18]1[CH2:19][CH2:20][N:21]([CH:24]([CH2:25][CH2:26][NH:27][C:28]([c:29]2[c:30]([CH3:42])[cH:31][c:32](-[c:36]3[cH:37][cH:38][n:39][cH:40][cH:41]3)[cH:33][c:34]2[CH3:35])=[O:43])[CH3:44])[CH2:22][CH2:23]1.